This data is from the Open Reaction Database (ORD), a public repository of structured organic reaction records. The task is: describe an organic reaction: reactants, conditions, products, and yield The reactants are O=C([O-])O, CON, CCO, Cl, CCCn1ccnc1CC(=O)c1ccc(N)cc1, [Na+]. The product is CCCn1ccnc1CC(=NOC)c1ccc(N)cc1. As a reaction SMILES: [C:23](=[O:24])([OH:25])[O-:26].[CH3:20][O:21][NH2:22].[CH3:28][CH2:29][OH:30].[ClH:19].[NH2:1][c:2]1[cH:3][cH:4][c:5]([C:8]([CH2:9][c:10]2[n:11]([CH2:15][CH2:16][CH3:17])[cH:12][cH:13][n:14]2)=[O:18])[cH:6][cH:7]1.[Na+:27]>>[NH2:1][c:2]1[cH:3][cH:4][c:5]([C:8]([CH2:9][c:10]2[n:11]([CH2:15][CH2:16][CH3:17])[cH:12][cH:13][n:14]2)=[N:22][O:21][CH3:20])[cH:6][cH:7]1. Starting materials: C12(CC3CC(CC(C1)C3)C2)CN (1-adamantanemethylamine), BrC1=C(C(=O)O)C=C(C=C1)F (2-bromo-5-fluorobenzoic acid). Product: BrC1=C(C(=O)NCC23CC4CC(CC(C2)C4)C3)C=C(C=C1)F (2-Bromo-5-fluoro-N-(tricyclo[3.3.1.13,7]dec-1-ylmethyl)-benzamide). Reaction SMILES: [C:1]12([CH2:11][NH2:12])[CH2:10][CH:5]3[CH2:6][CH:7]([CH2:9][CH:3]([CH2:4]3)[CH2:2]1)[CH2:8]2.[Br:13][C:14]1[CH:22]=[CH:21][C:20]([F:23])=[CH:19][C:15]=1[C:16](O)=[O:17]>>[Br:13][C:14]1[CH:22]=[CH:21][C:20]([F:23])=[CH:19][C:15]=1[C:16]([NH:12][CH2:11][C:1]12[CH2:8][CH:7]3[CH2:6][CH:5]([CH2:4][CH:3]([CH2:9]3)[CH2:2]1)[CH2:10]2)=[O:17]. Procedure: Prepared according to the method of Example 41 from 1-adamantanemethylamine (0.1 ml) and 2-bromo-5-fluorobenzoic acid (0.123 g) to give the title compound as a white solid (0.140 g). The reactants are COc1ccc(OC(C)=O)cc1Br, CO, [K+], [OH-], O. The product is COc1ccc(O)cc1Br. Reaction SMILES: [Br:3][c:4]1[cH:5][c:6]([O:12][C:13](=[O:14])[CH3:15])[cH:7][cH:8][c:9]1[O:10][CH3:11].[CH3:17][OH:18].[K+:2].[OH-:1].[OH2:16]>>[Br:3][c:4]1[cH:5][c:6]([OH:12])[cH:7][cH:8][c:9]1[O:10][CH3:11].